This data is from the Open Reaction Database (ORD), a public repository of structured organic reaction records. The task is: describe an organic reaction: reactants, conditions, products, and yield The reactants are ClC=1C=C(C=CC1)C=1C=C(C(=NC1)C#N)OC (5-(3-chlorophenyl)-3-methoxy-2-cyanopyridine), ClC=1C=C(C=CC1)C=1C=C(C(=NC1)C#N)OC (5-(3-chlorophenyl)-3-methoxy-2-cyanopyridine), [OH-].[Na+] (NaOH), aqueous solution, Br (HBr), CCCCCC.C(C)(=O)OCC (hexane ethyl acetate). Reaction conditions: time 3 hour. The product is ClC=1C=C(C=CC1)C=1C=C(C(=NC1)C(=O)O)O (5-(3-chlorophenyl)-3-hydroxypyridine-2-carboxylic acid). RXN SMILES: [Cl:1][C:2]1[CH:3]=[C:4]([C:8]2[CH:9]=[C:10]([O:16]C)C(C#N)=[N:12][CH:13]=2)[CH:5]=[CH:6][CH:7]=1.Br.[OH-].[Na+].CCCCCC.[C:27]([O:30]CC)(=[O:29])[CH3:28]>>[Cl:1][C:2]1[CH:3]=[C:4]([C:8]2[CH:9]=[C:10]([OH:16])[C:28]([C:27]([OH:30])=[O:29])=[N:12][CH:13]=2)[CH:5]=[CH:6][CH:7]=1 |f:2.3,4.5|. Procedure details: To a 50 mL round bottom flask adapted for magnetic stirring and fitted with a reflux condenser was charged 5-(3-chlorophenyl)-3-methoxy-2-cyanopyridine, 2, (1 g, 4 mmol) and a 48% aqueous solution of HBr (10 mL). While being stirred, the reaction solution was heated to reflux for 20 hours. The reaction was determined to be complete due to the disappearance of 5-(3-chlorophenyl)-3-methoxy-2-cyanopyridine as measured by TLC analysis using hexane/ethyl acetate (6:3) as the mobile phase and UV 435 n...